The task is: describe an organic reaction: reactants, conditions, products, and yield. This data is from the Open Reaction Database (ORD), a public repository of structured organic reaction records. Reported procedure: An initial suspension of 5,6-methylenedioxy-1-benzenesulfonyl-2-sulfamoylindole (2.21 gm, 5.8 mmol) in 40% sodium hydroxide (4 ml, 40 mmol) and water (11 ml) was warmed at 90° C. for 1 hour to give a homogeneous solution. The reaction was cooled to room temperature and the product salt precipitated. This mixture was acidified with conc. HCl and the precipitated producted collected by filtration. This solid was dissolved in ethyl acetate/acetonitrile, and dried (anhydrous Na2SO4). This solution w... Solvent: O (water). Reactants: C1OC=2C=C3C=C(N(C3=CC2O1)S(=O)(=O)C1=CC=CC=C1)S(N)(=O)=O (5,6-methylenedioxy-1-benzenesulfonyl-2-sulfamoylindole), [OH-].[Na+] (sodium hydroxide). Product: C1OC=2C=C3C=C(NC3=CC2O1)S(N)(=O)=O (5,6 Methylenedioxy-2-sulfamoylindole). Reaction conditions: temperature 90 celsius. Reaction SMILES: [CH2:1]1[O:12][C:11]2[CH:10]=[C:9]3[C:5]([CH:6]=[C:7]([S:22](=[O:25])(=[O:24])[NH2:23])[N:8]3S(C3C=CC=CC=3)(=O)=O)=[CH:4][C:3]=2[O:2]1.[OH-].[Na+]>O>[CH2:1]1[O:12][C:11]2[CH:10]=[C:9]3[C:5]([CH:6]=[C:7]([S:22](=[O:24])(=[O:25])[NH2:23])[NH:8]3)=[CH:4][C:3]=2[O:2]1 |f:1.2|. Isolated yield 78.9%. Reactants: C(C1=CC=CC=C1)OC(=O)N(C1=NC=CC=C1)CCCN1C(COC2=C1C=CC(=C2)SC(CC(=O)OCC)C2=CC=CC=C2)=O (ethyl 3-[(4-{3-[N-benzyloxycarbonyl-N-(2-pyridinyl)amino]-propyl)-3-oxo-3,4-dihydro-2H-1,4-benzoxazin-7-yl)sulfanyl]-3-phenylpropanoate), Br (hydrobromic acid), C(C)(=O)O (acetic acid), C(C)(=O)O (acetic acid). Yields the product C(C1=CC=CC=C1)OC(=O)N(C1=[N+](C=CC=C1)[O-])CCCN1C(COC2=C1C=CC(=C2)SC(CC(=O)OCC)C2=CC=CC=C2)=O (Ethyl 3-[(4-{3-[N-Benzyloxycarbonyl-N-(1-Oxido-2-Pyridinyl)Amino]Propyl}-3-Oxo-3,4-Dihydro-2H-1,4-Benzoxazin-7-Yl)Sulfanyl]-3-Phenylpropanoate). RXN SMILES: [CH2:1]([O:8][C:9]([N:11]([CH2:18][CH2:19][CH2:20][N:21]1[C:26]2[CH:27]=[CH:28][C:29]([S:31][CH:32]([C:39]3[CH:44]=[CH:43][CH:42]=[CH:41][CH:40]=3)[CH2:33][C:34]([O:36][CH2:37][CH3:38])=[O:35])=[CH:30][C:25]=2[O:24][CH2:23][C:22]1=[O:45])[C:12]1[CH:17]=[CH:16][CH:15]=[CH:14][N:13]=1)=[O:10])[C:2]1[CH:7]=[CH:6][CH:5]=[CH:4][CH:3]=1.Br.C(O)(=[O:49])C>>[CH2:1]([O:8][C:9]([N:11]([CH2:18][CH2:19][CH2:20][N:21]1[C:26]2[CH:27]=[CH:28][C:29]([S:31][CH:32]([C:39]3[CH:44]=[CH:43][CH:42]=[CH:41][CH:40]=3)[CH2:33][C:34]([O:36][CH2:37][CH3:38])=[O:35])=[CH:30][C:25]=2[O:24][CH2:23][C:22]1=[O:45])[C:12]1[CH:17]=[CH:16][CH:15]=[CH:14][N+:13]=1[O-:49])=[O:10])[C:2]1[CH:3]=[CH:4][CH:5]=[CH:6][CH:7]=1. Procedure details: To a solution of titanium (IV) chloride in tetrahydrofuran under nitrogen atmosphere, is added and equimolar amount of stannous chloride dihydrate, and the mixture is stirred 1 hour at room temperature. Then, a solution of ethyl 3-[(4-{3-[N-benzyloxycarbonyl-N-(1-oxido-2-pyridinyl)amino]propyl}-3-oxo-3,4-dihydro-2H-1,4-benzoxazin-7-yl)sulfanyl]-3-phenylpropanoate is added and the mixture heated 3 hours at 40° C. After evaporation of the solvent, ice and aqueous sodium bicarbonate are added, the ... Reactants: C1CCOC1, COc1ccc(N)cc1O, CC(=O)c1ccc(C(=O)Nc2cccc(C(=O)c3ccc4c(c3)NC(=O)C4=CO)c2)s1. Yields the product COc1ccc(NC=C2C(=O)Nc3cc(C(=O)c4cccc(NC(=O)c5ccc(C(C)=O)s5)c4)ccc32)cc1O. As a reaction SMILES: [CH2:42]1[O:43][CH2:44][CH2:45][CH2:46]1.[NH2:32][c:33]1[cH:34][cH:35][c:36]([O:40][CH3:41])[c:37]([OH:39])[cH:38]1.[OH:1][CH:2]=[C:3]1[C:4](=[O:31])[NH:5][c:6]2[cH:7][c:8]([C:12](=[O:13])[c:14]3[cH:15][c:16]([NH:20][C:21](=[O:22])[c:23]4[s:24][c:25]([C:28]([CH3:29])=[O:30])[cH:26][cH:27]4)[cH:17][cH:18][cH:19]3)[cH:9][cH:10][c:11]21>>[CH:2](=[C:3]1[C:4](=[O:31])[NH:5][c:6]2[cH:7][c:8]([C:12](=[O:13])[c:14]3[cH:15][c:16]([NH:20][C:21](=[O:22])[c:23]4[s:24][c:25]([C:28]([CH3:29])=[O:30])[cH:26][cH:27]4)[cH:17][cH:18][cH:19]3)[cH:9][cH:10][c:11]21)[NH:32][c:33]1[cH:34][cH:35][c:36]([O:40][CH3:41])[c:37]([OH:39])[cH:38]1. Reactants: CO, CCOC(=O)C(F)(F)F, CC(C)(C)OC(=O)N1CCCC(CNCc2cc3c(cn2)OCCO3)C1. Yields the product CC(C)(C)OC(=O)N1CCCC(CN(Cc2cc3c(cn2)OCCO3)C(=O)C(F)(F)F)C1. As a reaction SMILES: [CH3:36][OH:37].[F:27][C:28]([C:29](=[O:30])[O:31][CH2:32][CH3:33])([F:34])[F:35].[O:1]1[CH2:2][CH2:3][O:4][c:5]2[cH:6][n:7][c:8]([CH2:11][NH:12][CH2:13][CH:14]3[CH2:15][N:16]([C:20](=[O:21])[O:22][C:23]([CH3:24])([CH3:25])[CH3:26])[CH2:17][CH2:18][CH2:19]3)[cH:9][c:10]21>>[O:1]1[CH2:2][CH2:3][O:4][c:5]2[cH:6][n:7][c:8]([CH2:11][N:12]([CH2:13][CH:14]3[CH2:15][N:16]([C:20](=[O:21])[O:22][C:23]([CH3:24])([CH3:25])[CH3:26])[CH2:17][CH2:18][CH2:19]3)[C:29]([C:28]([F:27])([F:34])[F:35])=[O:30])[cH:9][c:10]21. The reactants are Fc1cccc(CNc2cccc(-c3cc(F)ncc3Cl)n2)c1, [K+], NC1CCC(C(=O)O)C1, C1COCCO1, [OH-]. Yields the product O=C(O)C1CCC(Nc2cc(-c3cccc(NCc4cccc(F)c4)n3)c(Cl)cn2)C1. As a reaction SMILES: [Cl:1][c:2]1[c:3](-[c:9]2[n:10][c:11]([NH:15][CH2:16][c:17]3[cH:18][c:19]([F:23])[cH:20][cH:21][cH:22]3)[cH:12][cH:13][cH:14]2)[cH:4][c:5]([F:8])[n:6][cH:7]1.[K+:34].[NH2:24][CH:25]1[CH2:26][CH:27]([C:30](=[O:31])[OH:32])[CH2:28][CH2:29]1.[O:35]1[CH2:36][CH2:37][O:38][CH2:39][CH2:40]1.[OH-:33]>>[Cl:1][c:2]1[c:3](-[c:9]2[n:10][c:11]([NH:15][CH2:16][c:17]3[cH:18][c:19]([F:23])[cH:20][cH:21][cH:22]3)[cH:12][cH:13][cH:14]2)[cH:4][c:5]([NH:24][CH:25]2[CH2:26][CH:27]([C:30](=[O:31])[OH:32])[CH2:28][CH2:29]2)[n:6][cH:7]1. Reaction SMILES: [CH3:1][c:2]1[cH:3][nH:4][c:5]2[n:6][c:7]([SH:12])[nH:8][c:9](=[O:11])[c:10]12.[CH3:31][OH:32].[CH3:33][O:34][CH2:35][CH2:36][O:37][CH3:38].[Cl:13][c:14]1[c:15]([C:16](=[O:17])[c:18]2[cH:19][cH:20][c:21]([CH2:22][Br:23])[cH:24][cH:25]2)[cH:26][cH:27][c:28]([Cl:30])[cH:29]1>>[CH3:1][c:2]1[cH:3][nH:4][c:5]2[n:6][c:7]([S:12][CH2:22][c:21]3[cH:20][cH:19][c:18]([C:16]([c:15]4[c:14]([Cl:13])[cH:29][c:28]([Cl:30])[cH:27][cH:26]4)=[O:17])[cH:25][cH:24]3)[nH:8][c:9](=[O:11])[c:10]12. The reactants are Cc1c[nH]c2nc(S)[nH]c(=O)c12, CO, COCCOC, O=C(c1ccc(CBr)cc1)c1ccc(Cl)cc1Cl. Yields the product Cc1c[nH]c2nc(SCc3ccc(C(=O)c4ccc(Cl)cc4Cl)cc3)[nH]c(=O)c12.